describe an organic reaction: reactants, conditions, products, and yield From a dataset of the Open Reaction Database (ORD), a public repository of structured organic reaction records. Reactants: [H-].[Na+] (sodium hydride), ClC=1C2=C(N=CN1)NC=C2 (4-chloro-7H-pyrrolo[2,3-d]pyrimidine), C(C1=CC=CC=C1)O[C@@H]1[C@H](O[C@@H]([C@H]1OCC1=CC=CC=C1)COCC1=CC=CC=C1)Cl (2,3,5-tri-O-benzyl-α-D-arabinofuranosyl chloride). Run in CN(C=O)C (dimethylformamide), CN(C=O)C (DMF). Run at temperature 50 celsius, time 15 minute. Product: ClC=1C2=C(N=CN1)N(C=C2)[C@H]2[C@@H](OCC1=CC=CC=C1)[C@H](OCC1=CC=CC=C1)[C@H](O2)COCC2=CC=CC=C2 (4-chloro-7-(2,3,5-tri-O-benzyl-β-D-arabinofuranosyl)-7H-pyrrolo[2,3-d]pyrimidine). RXN SMILES: [H-].[Na+].[Cl:3][C:4]1[C:5]2[CH:12]=[CH:11][NH:10][C:6]=2[N:7]=[CH:8][N:9]=1.[CH2:13]([O:20][C@H:21]1[C@H:25]([O:26][CH2:27][C:28]2[CH:33]=[CH:32][CH:31]=[CH:30][CH:29]=2)[C@@H:24]([CH2:34][O:35][CH2:36][C:37]2[CH:42]=[CH:41][CH:40]=[CH:39][CH:38]=2)[O:23][C@@H:22]1Cl)[C:14]1[CH:19]=[CH:18][CH:17]=[CH:16][CH:15]=1>CN(C)C=O>[Cl:3][C:4]1[C:5]2[CH:12]=[CH:11][N:10]([C@@H:22]3[O:23][C@H:24]([CH2:34][O:35][CH2:36][C:37]4[CH:42]=[CH:41][CH:40]=[CH:39][CH:38]=4)[C@@H:25]([O:26][CH2:27][C:28]4[CH:33]=[CH:32][CH:31]=[CH:30][CH:29]=4)[C@@H:21]3[O:20][CH2:13][C:14]3[CH:19]=[CH:18][CH:17]=[CH:16][CH:15]=3)[C:6]=2[N:7]=[CH:8][N:9]=1 |f:0.1|. Procedure details: A suspension of 240 mg of sodium hydride, 1.54 g of 4-chloro-7H-pyrrolo[2,3-d]pyrimidine, and 6 ml of dry dimethylformamide (DMF) is stirred at 50° C. for 15 minutes, cooled, and added to 4.83 g of 2,3,5-tri-O-benzyl-α-D-arabinofuranosyl chloride in 4 ml of DMF. The solution is stirred at ambient temperature for two hours, concentrated in vacuo, and distributed between a mixture of ethyl acetate-water. Chromatography of the dried ethyl acetate layer over silica gel with 4:1 benzene-ethyl acetate... Starting materials: ClC=1C=C(C=CC1Cl)C(CO)(C)C (2-(3,4-dichlorophenyl)-2-methylpropyl alcohol), FC1=CC=C(OC=2C=C(CBr)C=CC2)C=C1 (3-(4-fluorophenoxy)benzyl bromide), O (water), [H-].[Na+] (sodium hydride). Solvent: CN(C)C=O.C1(=CC=CC=C1)C (DMF toluene), C1(=CC=CC=C1)C (toluene), C1(=CC=CC=C1)C (toluene). Run at time 15 minute. Product: ClC=1C=C(C=CC1Cl)C(COCC1=CC(=CC=C1)OC1=CC=C(C=C1)F)(C)C (3-(4-fluorophenoxy)benzyl 2-(3,4-dichlorophenyl)-2-methylpropyl ether). As a reaction SMILES: [H-].[Na+].[Cl:3][C:4]1[CH:5]=[C:6]([C:11]([CH3:15])([CH3:14])[CH2:12][OH:13])[CH:7]=[CH:8][C:9]=1[Cl:10].[F:16][C:17]1[CH:31]=[CH:30][C:20]([O:21][C:22]2[CH:23]=[C:24]([CH:27]=[CH:28][CH:29]=2)[CH2:25]Br)=[CH:19][CH:18]=1.O>CN(C=O)C.C1(C)C=CC=CC=1.C1(C)C=CC=CC=1>[Cl:3][C:4]1[CH:5]=[C:6]([C:11]([CH3:15])([CH3:14])[CH2:12][O:13][CH2:25][C:24]2[CH:27]=[CH:28][CH:29]=[C:22]([O:21][C:20]3[CH:30]=[CH:31][C:17]([F:16])=[CH:18][CH:19]=3)[CH:23]=2)[CH:7]=[CH:8][C:9]=1[Cl:10] |f:0.1,5.6|. Reported procedure: To 20 ml of toluene was added 0.63 g of sodium hydride (60% in oil) and the mixture was refluxed, and a solution of 2.3 g of 2-(3,4-dichlorophenyl)-2-methylpropyl alcohol in 10 ml of 25% DMF/toluene was added dropwise to the mixture over a period of 15 minutes. The mixture was stirred for 15 minutes, and a solution of 3.5 g of 3-(4-fluorophenoxy)benzyl bromide in 10 ml of toluene was added dropwise to the mixture over a period of 20 minutes. Then, the mixture was refluxed for 1 hour and cooled t... Reactants: CCC=C(CCC)c1c2cccc(Br)c2nn1C, O=C([O-])[O-], CCOC(C)=O, COCCOC, OB(O)c1ccc(Cl)cc1Cl, [Na+], [Na+], c1ccc(P(c2ccccc2)(c2ccccc2)[Pd](P(c2ccccc2)(c2ccccc2)c2ccccc2)(P(c2ccccc2)(c2ccccc2)c2ccccc2)P(c2ccccc2)(c2ccccc2)c2ccccc2)cc1. Yields the product CCC=C(CCC)c1c2cccc(-c3ccc(Cl)cc3Cl)c2nn1C. RXN SMILES: [Br:1][c:2]1[cH:3][cH:4][cH:5][c:6]2[c:7]([C:12](=[CH:13][CH2:14][CH3:15])[CH2:16][CH2:17][CH3:18])[n:8]([CH3:11])[n:9][c:10]12.[C:36](=[O:37])([O-:38])[O-:39].[CH3:119][CH2:120][O:121][C:122](=[O:123])[CH3:124].[CH3:30][O:31][CH2:32][CH2:33][O:34][CH3:35].[Cl:19][c:20]1[c:21]([B:27]([OH:28])[OH:29])[cH:22][cH:23][c:24]([Cl:26])[cH:25]1.[Na+:40].[Na+:41].[cH:42]1[cH:43][cH:44][c:45]([P:46]([Pd:47]([P:48]([c:49]2[cH:50][cH:51][cH:52][cH:53][cH:54]2)([c:55]2[cH:56][cH:57][cH:58][cH:59][cH:60]2)[c:61]2[cH:62][cH:63][cH:64][cH:65][cH:66]2)([P:67]([c:68]2[cH:69][cH:70][cH:71][cH:72][cH:73]2)([c:74]2[cH:75][cH:76][cH:77][cH:78][cH:79]2)[c:80]2[cH:81][cH:82][cH:83][cH:84][cH:85]2)[P:86]([c:87]2[cH:88][cH:89][cH:90][cH:91][cH:92]2)([c:93]2[cH:94][cH:95][cH:96][cH:97][cH:98]2)[c:99]2[cH:100][cH:101][cH:102][cH:103][cH:104]2)([c:105]2[cH:106][cH:107][cH:108][cH:109][cH:110]2)[c:111]2[cH:112][cH:113][cH:114][cH:115][cH:116]2)[cH:117][cH:118]1>>[c:2]1(-[c:21]2[c:20]([Cl:19])[cH:25][c:24]([Cl:26])[cH:23][cH:22]2)[cH:3][cH:4][cH:5][c:6]2[c:7]([C:12](=[CH:13][CH2:14][CH3:15])[CH2:16][CH2:17][CH3:18])[n:8]([CH3:11])[n:9][c:10]12. Run at time 18 hour. Solvent: C1CCOC1 (THF). Procedure details: To a solution of XXVIII (475 mg, 1.28 mmol) in dry THF (3 mL) was added methylhydrazine (273 μL, 5.13 mmol). The resulting solution was stirred at room temperature for 18 hrs, the solvent removed in vacuo and the residue taken up in CH2Cl2. The CH2Cl2 solution was washed with H2O, dried over MgSO4, filtered and CH2Cl2 evaporated in vacuo to afford XIX as a yellow oil (0.43 g, 88%): 1H NMR (DMSO-d6) δ 7.48 (app s, 2H), 7.47 (app s, 2H), 5.84 (s, 1H), 4.86 (bs, 2H), 3.42 (s, 3H), 3.19 (s, 3H); ESI... As a reaction SMILES: Cl[C:2]1[N:7]=[C:6]([N:8]([CH3:20])[C:9]2[CH:14]=[CH:13][C:12]([O:15][C:16]([F:19])([F:18])[F:17])=[CH:11][CH:10]=2)[CH:5]=[C:4]([C:21]([F:24])([F:23])[F:22])[N:3]=1.C[NH:26][NH2:27]>C1COCC1>[NH:26]([C:2]1[N:7]=[C:6]([N:8]([CH3:20])[C:9]2[CH:14]=[CH:13][C:12]([O:15][C:16]([F:19])([F:18])[F:17])=[CH:11][CH:10]=2)[CH:5]=[C:4]([C:21]([F:24])([F:23])[F:22])[N:3]=1)[NH2:27]. The yield is 91.5%. The product is N(N)C1=NC(=CC(=N1)N(C1=CC=C(C=C1)OC(F)(F)F)C)C(F)(F)F ((2-Hydrazino-6-trifluoromethylpyrimidin-4-yl)-methyl-(4-trifluoromethoxy-phenyl)amine). The reactants are ClC1=NC(=CC(=N1)N(C1=CC=C(C=C1)OC(F)(F)F)C)C(F)(F)F ((2-Chloro-6-trifluoromethylpyrimidin-4-yl)-methyl-(4-trifluoromethoxyphenyl)-amine), CNN (methylhydrazine).